Dataset: the Open Reaction Database (ORD), a public repository of structured organic reaction records. Task: describe an organic reaction: reactants, conditions, products, and yield The reactants are COC1=C(C=C(C=C1)OC)CC(=O)NC=1C(C(=O)O)=CC=CC1 (N-(2,5-dimethoxyphenylacetyl) anthranilic acid), CN(CCN)C (2-dimethylaminoethylamine). Run in C=1(C(=CC=CC1)C)C (xylene). Yields the product COC1=C(C=C(C=C1)OC)CC1=NC2=CC=CC=C2C(N1CCN(C)C)=O (2-(2,5-dimethoxyphenylmethyl)-3-(2-dimethylaminoethyl)-4(3H) quinazolinone). The yield is 13.6%. Reaction SMILES: [CH3:1][O:2][C:3]1[CH:8]=[CH:7][C:6]([O:9][CH3:10])=[CH:5][C:4]=1[CH2:11][C:12]([NH:14][C:15]1[C:16](=[CH:20][CH:21]=[CH:22][CH:23]=1)[C:17]([OH:19])=O)=O.[CH3:24][N:25]([CH3:29])[CH2:26][CH2:27][NH2:28]>C1(C)C(C)=CC=CC=1>[CH3:1][O:2][C:3]1[CH:8]=[CH:7][C:6]([O:9][CH3:10])=[CH:5][C:4]=1[CH2:11][C:12]1[N:28]([CH2:27][CH2:26][N:25]([CH3:29])[CH3:24])[C:17](=[O:19])[C:16]2[C:15](=[CH:23][CH:22]=[CH:21][CH:20]=2)[N:14]=1. Procedure: A mixture of 0.62 g (2 mmol) of N-(2,5-dimethoxyphenylacetyl) anthranilic acid and 0.36 g (3 mmol) of 2-dimethylaminoethylamine in xylene (5 ml) were heated under reflux for 24 hours. After cooling, the resulting reaction mixture was purified by silica gel column chromatography (eluent; chloroform: ethanol=98:2) to obtain 0.10 g (yield 14%) of 2-(2,5-dimethoxyphenylmethyl)-3-(2-dimethylaminoethyl)-4(3H) quinazolinone as an oily substance. 0.10 g of the oily substance thus obtained was dissolved ...